This data is from the Open Reaction Database (ORD), a public repository of structured organic reaction records. The task is: describe an organic reaction: reactants, conditions, products, and yield The reactants are C1=CN2[C@H]3[C@H]([C@@H]([C@H](O3)CO)O)OC2=NC1=N.Cl (2,2'-O-cyclocytidine hydrochloride), O (water), C(C)(C)(C)N (t-butylarnine). Reaction conditions: time 2 hour. Yields the product C1=CN(C(=O)N=C1N)[C@H]2[C@H]([C@@H]([C@H](O2)CO)O)O (cytarabine). Isolated yield 83.0%. As a reaction SMILES: [CH:1]1[C:15](=[NH:16])[N:14]=[C:13]2[N:3]([C@@H:4]3[O:8][C@H:7]([CH2:9][OH:10])[C@@H:6]([OH:11])[C@@H:5]3[O:12]2)[CH:2]=1.Cl.C(N)(C)(C)C.[OH2:23]>>[CH:1]1[C:15]([NH2:16])=[N:14][C:13](=[O:12])[N:3]([C@@H:4]2[O:8][C@H:7]([CH2:9][OH:10])[C@@H:6]([OH:11])[C@@H:5]2[OH:23])[CH:2]=1 |f:0.1|. Procedure details: 2,2'-O-cyclocytidine hydrochloride (6.5 g) was dissolved in 35 mL water at 80° C. The solution was cooled to room temperature and t-butylarnine (2.8 g) was added and the mixture stirred for 2 hours. Thereafter, the solvent was evaporated under vacuum and ethanol (16 g) was added. The mixture was stirred at room temperature for 12 hours. Filtration of the resulting precipitation yielded 5 g of pure cytarabine after drying, which corresponds to a yield of 83%. The product was characterized by comp... The reactants are [BH4-], CC(C)(C)OC(=O)NC(C)(c1ccccc1)C1CCC(=O)CC1, C1CCOC1, [Na+], O. Yields the product CC(C)(C)OC(=O)NC(C)(c1ccccc1)C1CCC(O)CC1. As a reaction SMILES: [BH4-:24].[C:1]([CH3:2])([CH3:3])([CH3:4])[O:5][C:6]([NH:7][C:8]([CH3:9])([c:10]1[cH:11][cH:12][cH:13][cH:14][cH:15]1)[CH:16]1[CH2:17][CH2:18][C:19](=[O:22])[CH2:20][CH2:21]1)=[O:23].[CH2:27]1[O:28][CH2:29][CH2:30][CH2:31]1.[Na+:25].[OH2:26]>>[C:1]([CH3:2])([CH3:3])([CH3:4])[O:5][C:6]([NH:7][C:8]([CH3:9])([c:10]1[cH:11][cH:12][cH:13][cH:14][cH:15]1)[CH:16]1[CH2:17][CH2:18][CH:19]([OH:22])[CH2:20][CH2:21]1)=[O:23]. Starting materials: OCCNS(=O)(=O)C=1SC2=C(C1C)C=C(C=C2)C2=CC=C(C(=O)OC)C=C2 (methyl 4-(2-(((2-hydroxyethyl)amino)sulfonyl)-3-methyl-1-benzothien-5-yl)benzoate), [Si](C)(C)(C(C)(C)C)Cl (tert-butyldimethylsilyl chloride), N1C=NC=C1 (imidazole). Run in CN(C)C=O (DMF), CCOCC (ether). Yields the product [Si](C)(C)(C(C)(C)C)OCCNS(=O)(=O)C=1SC2=C(C1C)C=C(C=C2)C2=CC=C(C(=O)OC)C=C2 (methyl 4-(2-(((2-((tert-butyl(dimethyl)silyl)oxy)ethyl)amino)sulfonyl)-3-methyl-1-benzothien-5-yl)benzoate). As a reaction SMILES: [OH:1][CH2:2][CH2:3][NH:4][S:5]([C:8]1[S:9][C:10]2[CH:17]=[CH:16][C:15]([C:18]3[CH:27]=[CH:26][C:21]([C:22]([O:24][CH3:25])=[O:23])=[CH:20][CH:19]=3)=[CH:14][C:11]=2[C:12]=1[CH3:13])(=[O:7])=[O:6].[Si:28](Cl)([C:31]([CH3:34])([CH3:33])[CH3:32])([CH3:30])[CH3:29].N1C=CN=C1>CN(C=O)C.CCOCC>[Si:28]([O:1][CH2:2][CH2:3][NH:4][S:5]([C:8]1[S:9][C:10]2[CH:17]=[CH:16][C:15]([C:18]3[CH:27]=[CH:26][C:21]([C:22]([O:24][CH3:25])=[O:23])=[CH:20][CH:19]=3)=[CH:14][C:11]=2[C:12]=1[CH3:13])(=[O:7])=[O:6])([C:31]([CH3:34])([CH3:33])[CH3:32])([CH3:30])[CH3:29]. Procedure: A solution of Example 398B (200 mg, 0.5 mmol), tert-butyldimethylsilyl chloride (85 mg, 0.55 mmol) and imidazole (36 mg, 0.6 mmol) in DMF (5 mL) at room temperature was stirred for 24 hours, diluted with ether, filtered through a pad of silica gel, and concentrated to provide the desired product. Reactants: C(C)C1C(OC=2C1=C(C=CC2)C(=O)O)(C)C (Ethyl 2,2-dimethyl-2,3-dihydro-benzofuran-4-carboxylic acid), [OH-].[Na+] (sodium hydroxide). Run in C(C)O (ethanol). The product is CC1(OC=2C(C1)=C(C=CC2)C(=O)O)C (2,2-Dimethyl-2,3-dihydro-benzofuran-4-carboxylic acid). As a reaction SMILES: C([CH:3]1[C:7]2=[C:8]([C:12]([OH:14])=[O:13])[CH:9]=[CH:10][CH:11]=[C:6]2[O:5][C:4]1([CH3:16])[CH3:15])C.[OH-].[Na+]>C(O)C>[CH3:15][C:4]1([CH3:16])[CH2:3][C:7]2=[C:8]([C:12]([OH:14])=[O:13])[CH:9]=[CH:10][CH:11]=[C:6]2[O:5]1 |f:1.2|. Procedure: Ethyl 2,2-dimethyl-2,3-dihydro-benzofuran-4-carboxylic acid (10 g, 45 mmol) was heated to reflux with sodium hydroxide (16.3 ml of 10N, 163 mmol) in ethanol (50 ml) for 2 hr. The mixture was concentrated in vacuo, diluted with water and made acidic with 12N HCl. The precipitate was filtered and air dried (8.6 g, 100%).